Task: describe an organic reaction: reactants, conditions, products, and yield. Dataset: the Open Reaction Database (ORD), a public repository of structured organic reaction records Solvent: C1CCOC1 (THF). As a reaction SMILES: [N:1]12[CH2:8][CH2:7][CH:4]([CH2:5][CH2:6]1)[C@@H:3]([NH:9][CH2:10][C:11]1[C:19]3[C:18]([C:20]([O:22]C)=[O:21])=[CH:17][CH:16]=[CH:15][C:14]=3[NH:13][N:12]=1)[CH2:2]2.O.O.[OH-].[Li+:27]>C1COCC1>[N:1]12[CH2:6][CH2:5][CH:4]([CH2:7][CH2:8]1)[C@@H:3]([NH:9][CH2:10][C:11]1[C:19]3[C:18]([C:20]([O-:22])=[O:21])=[CH:17][CH:16]=[CH:15][C:14]=3[NH:13][N:12]=1)[CH2:2]2.[Li+:27] |f:2.3.4,6.7|. Reaction conditions: time 8 hour. Procedure: To a solution of (R)-methyl 3-((quinuclidin-3-ylamino)methyl)-1H-indazole-4-carboxylate (1.8 g, 5.7 mmol) from Step A above in THF (30 ml) and H2O (30 ml) was added lithium hydroxide monohydrate (721 mg, 17.2 mmol). The mixture was stirred at room temperature overnight and then concentrated under reduced pressure. The residue was dried overnight under vacuum to afford crude lithium (R)-3-((quinuclidin-3-ylamino)methyl)-1H-indazole-4-carboxylate which was used in the next step without further pur... Yields the product N12C[C@@H](C(CC1)CC2)NCC2=NNC=1C=CC=C(C21)C(=O)[O-].[Li+] (lithium (R)-3-((quinuclidin-3-ylamino)methyl)-1H-indazole-4-carboxylate). The reactants are N12C[C@@H](C(CC1)CC2)NCC2=NNC=1C=CC=C(C21)C(=O)OC ((R)-methyl 3-((quinuclidin-3-ylamino)methyl)-1H-indazole-4-carboxylate), O (H2O), O.[OH-].[Li+] (lithium hydroxide monohydrate). The reactants are Cl.C(C1=CC=CC=C1)OC1=CC=C(C=C1)C(COCCN(C)C)O (1-(4-benzyloxyphenyl)-2-[2-(N,N-dimethylamino)ethoxy]ethanol hydrochloride). The reagents and catalysts are [C].[Pd] (palladium-carbon), [C].[Pd] (palladium-carbon). The solvent is CO (methanol). Reaction conditions: time 2 hour. Yields the product Cl.OC1=CC=C(C=C1)C(COCCN(C)C)O (1-(4-hydroxyphenyl)-2-[2-(N,N-dimethylamino)ethoxy]ethanol hydrochloride). Yield: 94.1%. RXN SMILES: [ClH:1].C([O:9][C:10]1[CH:15]=[CH:14][C:13]([CH:16]([OH:24])[CH2:17][O:18][CH2:19][CH2:20][N:21]([CH3:23])[CH3:22])=[CH:12][CH:11]=1)C1C=CC=CC=1>[C].[Pd].CO>[ClH:1].[OH:9][C:10]1[CH:11]=[CH:12][C:13]([CH:16]([OH:24])[CH2:17][O:18][CH2:19][CH2:20][N:21]([CH3:22])[CH3:23])=[CH:14][CH:15]=1 |f:0.1,2.3,5.6|. Reported procedure: A mixture of 2.0 g of 1-(4-benzyloxyphenyl)-2-[2-(N,N-dimethylamino)ethoxy]ethanol hydrochloride, 500 mg of 10% palladium-carbon and 10 ml of methanol was subjected to hydrogenation for 2 hours at room temperature under atmospheric pressure. After the completion of the reaction, palladium-carbon was removed by filtration. The solvent was removed by distillation under reduced pressure to obtain 1.4 g of 1-(4-hydroxyphenyl)-2-[2-(N,N-dimethylamino)ethoxy]ethanol hydrochloride (Compound No. 170). Starting materials: CCOC(=O)c1cc2cccc(OCc3ccccc3)c2[nH]1, CCO, [Pd]. The product is CCOC(=O)c1cc2cccc(O)c2[nH]1. As a reaction SMILES: [CH2:1]([CH3:2])[O:3][C:4](=[O:5])[c:6]1[nH:7][c:8]2[c:9]([O:15][CH2:16][c:17]3[cH:18][cH:19][cH:20][cH:21][cH:22]3)[cH:10][cH:11][cH:12][c:13]2[cH:14]1.[CH3:24][CH2:25][OH:26].[Pd:23]>>[CH2:1]([CH3:2])[O:3][C:4](=[O:5])[c:6]1[nH:7][c:8]2[c:9]([OH:15])[cH:10][cH:11][cH:12][c:13]2[cH:14]1.